This data is from the Open Reaction Database (ORD), a public repository of structured organic reaction records. The task is: describe an organic reaction: reactants, conditions, products, and yield The reactants are CCCS(=O)(=O)Nc1ccc(F)c(C(=O)OCc2ccccc2)c1F, CO, [OH-], [OH-], [Pd+2]. Product: CCCS(=O)(=O)Nc1ccc(F)c(C(=O)O)c1F. As a reaction SMILES: [CH2:1]([c:2]1[cH:3][cH:4][cH:5][cH:6][cH:7]1)[O:8][C:9]([c:10]1[c:11]([F:24])[c:12]([NH:17][S:18](=[O:19])(=[O:20])[CH2:21][CH2:22][CH3:23])[cH:13][cH:14][c:15]1[F:16])=[O:25].[CH3:26][OH:27].[OH-:28].[OH-:30].[Pd+2:29]>>[O:8]=[C:9]([c:10]1[c:11]([F:24])[c:12]([NH:17][S:18](=[O:19])(=[O:20])[CH2:21][CH2:22][CH3:23])[cH:13][cH:14][c:15]1[F:16])[OH:25].